From a dataset of the Open Reaction Database (ORD), a public repository of structured organic reaction records. describe an organic reaction: reactants, conditions, products, and yield The reactants are ClC=1C(=NC(=NC1CS(=O)(=O)C)SC)C (5-chloro-4-methyl-2-(methylsulfanyl)-6-[(methylsulfonyl)methyl]pyrimidine), [NH4+].[Cl-] (NH4Cl), FC(C=1C=C(C=C(C1)C(F)(F)F)[C@@H]1[C@@H](NC(O1)=O)C)(F)F ((4S,5R)-5-[3,5-bis(trifluoromethyl)phenyl]-4-methyl-1,3-oxazolidin-2-one), [H-].[Na+] (NaH). Procedure: A solution of (4S,5R)-5-[3,5-bis(trifluoromethyl)phenyl]-4-methyl-1,3-oxazolidin-2-one (614 mg, 1.961 mmol) in THF (20 mL) was cooled to 0° C. NaH (58.8 mg, 2.451 mmol) was added. The mixture was stirred at 0° C. for 30 min. The title compound from Step E (462 mg, 1.63 mmol) in THF (30 mL) was added. The mixture was stirred at 0° C. and then room temperature for 4 h. Saturated NH4Cl (10 mL) was added. The mixture was extracted with ethyl acetate (3×10 mL). The combined organic fractions were was... Run at temperature 0 celsius, time 30 minute. The product is FC(C=1C=C(C=C(C1)C(F)(F)F)[C@@H]1[C@@H](N(C(O1)=O)CC1=NC(=NC(=C1Cl)C)SC)C)(F)F ((4S,5R)-5-[3,5-bis(trifluoromethyl)phenyl]-3-{[5-chloro-6-methyl-2-(methylsulfanyl)pyrimidin-4-yl]methyl}-4-methyl-1,3-oxazolidin-2-one). Reaction SMILES: [F:1][C:2]([F:21])([F:20])[C:3]1[CH:4]=[C:5]([C@H:13]2[O:17][C:16](=[O:18])[NH:15][C@H:14]2[CH3:19])[CH:6]=[C:7]([C:9]([F:12])([F:11])[F:10])[CH:8]=1.[H-].[Na+].[Cl:24][C:25]1[C:26]([CH3:38])=[N:27][C:28]([S:36][CH3:37])=[N:29][C:30]=1[CH2:31]S(C)(=O)=O.[NH4+].[Cl-]>C1COCC1>[F:21][C:2]([F:1])([F:20])[C:3]1[CH:4]=[C:5]([C@H:13]2[O:17][C:16](=[O:18])[N:15]([CH2:31][C:30]3[C:25]([Cl:24])=[C:26]([CH3:38])[N:27]=[C:28]([S:36][CH3:37])[N:29]=3)[C@H:14]2[CH3:19])[CH:6]=[C:7]([C:9]([F:10])([F:11])[F:12])[CH:8]=1 |f:1.2,4.5|. The solvent is C1CCOC1 (THF), C1CCOC1 (THF).